Dataset: the Open Reaction Database (ORD), a public repository of structured organic reaction records. Task: describe an organic reaction: reactants, conditions, products, and yield The reactants are ClCC1=CC=C(S1)CC(=O)O (5-chloromethyl-2-thienylacetic acid), ClCC1=CC=C(C=C1)CC(=O)O (p-chloromethylphenyl acetic acid). The product is ClCC1=CC=C(S1)CC(=O)Cl (5-chloromethyl-2-thienylacetyl chloride). Reaction SMILES: [Cl:1][CH2:2][C:3]1[S:7][C:6]([CH2:8][C:9]([OH:11])=O)=[CH:5][CH:4]=1.[Cl:12]CC1C=CC(CC(O)=O)=CC=1>>[Cl:1][CH2:2][C:3]1[S:7][C:6]([CH2:8][C:9]([Cl:12])=[O:11])=[CH:5][CH:4]=1. Reported procedure: When in the procedure of Example 1 (B) 5-chloromethyl-2-thienylacetic acid, is substituted for p-chloromethylphenyl acetic acid, 5-chloromethyl-2-thienylacetyl chloride is obtained.